From a dataset of the Open Reaction Database (ORD), a public repository of structured organic reaction records. describe an organic reaction: reactants, conditions, products, and yield Starting materials: C(N)(=O)C1=CC=C(OC2=C(C=C3C(CCOC3=C2)C(=O)OC)C#N)C=C1 (Methyl 7-(4-carbamoylphenoxy)-6-cyanochroman-4-carboxylate), ClC1=NC=C(C=C1)C(F)(F)F (2-chloro-5-(trifluoromethyl)pyridine), C([O-])([O-])=O.[Cs+].[Cs+] (cesium carbonate). The reagents and catalysts are C[C@H]([C]1[CH][CH][CH][C]1P(C2CCCCC2)C3CCCCC3)P(C(C)(C)C)C(C)(C)C.[CH]1[CH][CH][CH][CH]1.[Fe] ((R)-(−)-1-[(S)-2-(dicyclohexylphosphino)ferrocenyl]ethyldi-t-butylphosphine), C(C)(=O)[O-].[Pd+2].C(C)(=O)[O-] (palladium(II) acetate). Solvent: COCCOC (DME). Reaction conditions: temperature 90 celsius, time 5 hour. Product: FC(C=1C=CC(=NC1)NC(=O)C1=CC=C(OC2=C(C=C3C(CCOC3=C2)C(=O)OC)C#N)C=C1)(F)F (methyl 7-(4-((5-(trifluoromethyl)pyridin-2-yl)carbamoyl)phenoxy)-6-cyanochroman-4-carboxylate). The yield is 10.6%. RXN SMILES: [C:1]([C:4]1[CH:26]=[CH:25][C:7]([O:8][C:9]2[CH:18]=[C:17]3[C:12]([CH:13]([C:19]([O:21][CH3:22])=[O:20])[CH2:14][CH2:15][O:16]3)=[CH:11][C:10]=2[C:23]#[N:24])=[CH:6][CH:5]=1)(=[O:3])[NH2:2].Cl[C:28]1[CH:33]=[CH:32][C:31]([C:34]([F:37])([F:36])[F:35])=[CH:30][N:29]=1.C(=O)([O-])[O-].[Cs+].[Cs+]>COCCOC.C[C@@H](P(C(C)(C)C)C(C)(C)C)[C]1[C](P(C2CCCCC2)C2CCCCC2)[CH][CH][CH]1.[CH]1[CH][CH][CH][CH]1.[Fe].C([O-])(=O)C.[Pd+2].C([O-])(=O)C>[F:35][C:34]([F:37])([F:36])[C:31]1[CH:32]=[CH:33][C:28]([NH:2][C:1]([C:4]2[CH:5]=[CH:6][C:7]([O:8][C:9]3[CH:18]=[C:17]4[C:12]([CH:13]([C:19]([O:21][CH3:22])=[O:20])[CH2:14][CH2:15][O:16]4)=[CH:11][C:10]=3[C:23]#[N:24])=[CH:25][CH:26]=2)=[O:3])=[N:29][CH:30]=1 |f:2.3.4,6.7.8,9.10.11,^1:60,61,75,76,77,78,79,80,81,82|. Procedure: Methyl 7-(4-carbamoylphenoxy)-6-cyanochroman-4-carboxylate (58 mg, 0.17 mmol), 2-chloro-5-(trifluoromethyl)pyridine (0.021 mL, 0.17 mmol), cesium carbonate (75 mg, 0.23 mmol), (R)-(−)-1-[(S)-2-(dicyclohexylphosphino)ferrocenyl]ethyldi-t-butylphosphine (4.6 mg, 0.0083 mmol) and palladium(II) acetate (1.9 mg, 0.0083 mmol) were diluted with DME (1 mL). The reaction was heated to 90° C. and stirred for 5 hours. The reaction was loaded directly onto a biotage 25 cartridge (silica gel), eluting with 5... Starting materials: C(C)(C)(C)OC(=O)NC1CC12CCNCC2 (1-tert-butoxycarbonylamino-6-azaspiro[2.5]octane), C1(CC1)N1C=C(C(C2=CC(=C(C=C12)F)F)=O)C(=O)O (1-cyclopropyl-6,7-difluoro-1,4-dihydro-4-oxo-quinoline-3-carboxylic acid). Yields the product C(C)(C)(C)OC(=O)NC1CC12CCN(CC2)C2=C(C=C1C(C(=CN(C1=C2)C2CC2)C(=O)O)=O)F (7-(1-tert-Butoxycarbonylamino-6-azaspiro[2.5]oct-6-yl)-1-cyclopropyl-6-fluoro-1,4-dihydro-4-oxo-quinoline-3-carboxylic acid). Isolated yield 96.3%. RXN SMILES: [C:1]([O:5][C:6]([NH:8][CH:9]1[C:11]2([CH2:16][CH2:15][NH:14][CH2:13][CH2:12]2)[CH2:10]1)=[O:7])([CH3:4])([CH3:3])[CH3:2].[CH:17]1([N:20]2[C:29]3[C:24](=[CH:25][C:26]([F:31])=[C:27](F)[CH:28]=3)[C:23](=[O:32])[C:22]([C:33]([OH:35])=[O:34])=[CH:21]2)[CH2:19][CH2:18]1>>[C:1]([O:5][C:6]([NH:8][CH:9]1[C:11]2([CH2:12][CH2:13][N:14]([C:27]3[CH:28]=[C:29]4[C:24]([C:23](=[O:32])[C:22]([C:33]([OH:35])=[O:34])=[CH:21][N:20]4[CH:17]4[CH2:19][CH2:18]4)=[CH:25][C:26]=3[F:31])[CH2:15][CH2:16]2)[CH2:10]1)=[O:7])([CH3:4])([CH3:2])[CH3:3]. Procedure: According to the procedure of example 1A, 1-tert-butoxycarbonylamino-6-azaspiro[2.5]octane (260.0 mg, 1.15 mmol ) and 1-cyclopropyl-6,7-difluoro-1,4-dihydro-4-oxo-quinoline-3-carboxylic acid (274 mg, 1.04 mmol) were reacted to generate the title product (472 mg, 1.00 mg, 97% yield). Reactants: ClC1=C(C(=CC=C1)F)NC1=NC2=C(N1)C(=C(C(=C2)C(=O)OC)O)[N+](=O)[O-] (methyl 2-[(2-chloro-6-fluorophenyl)amino]-6-hydroxy-7-nitro-1H-benzimidazole-5-carboxylate), C(C)(=O)O (acetic acid). The reagents and catalysts are [Fe] (iron). Run in C1=CC=CC=C1 (benzene). Yields the product NC1=C(C(=CC2=C1NC(=N2)NC2=C(C=CC=C2F)Cl)C(=O)OC)O (methyl 7-amino-2-((2-chloro-6-fluorophenyl)amino)-6-hydroxy-1H-benzo[d]imidazole-5-carboxylate). The yield is 95.5%. Reaction SMILES: [Cl:1][C:2]1[CH:7]=[CH:6][CH:5]=[C:4]([F:8])[C:3]=1[NH:9][C:10]1[NH:14][C:13]2[C:15]([N+:24]([O-])=O)=[C:16]([OH:23])[C:17]([C:19]([O:21][CH3:22])=[O:20])=[CH:18][C:12]=2[N:11]=1.C(O)(=O)C>C1C=CC=CC=1.[Fe]>[NH2:24][C:15]1[C:13]2[NH:14][C:10]([NH:9][C:3]3[C:4]([F:8])=[CH:5][CH:6]=[CH:7][C:2]=3[Cl:1])=[N:11][C:12]=2[CH:18]=[C:17]([C:19]([O:21][CH3:22])=[O:20])[C:16]=1[OH:23]. Reported procedure: To a solution of methyl 2-[(2-chloro-6-fluorophenyl)amino]-6-hydroxy-7-nitro-1H-benzimidazole-5-carboxylate (Step-2 of Intermediate-56, 0.500 g) in benzene (2.0 mL), were added iron powder (0.500 g) and acetic acid (4.0 mL). The reaction mass was refluxed for 3 h. Decant the reaction mass removed the solvent under vacuum. The obtained solid mass was washed with water. The reaction mass was extracted with MeOH:DCM (5%). The organic layer was dried over anhydrous sodium sulphate and concentrated t... The reactants are C(C)(C)(C)OC(=O)N[C@@H](CC1=CC=CC=C1)[C@H]([C@@H]([C@H](CC1=CC=CC=C1)NC(=O)OC(C)(C)C)O)O ((2S,3R,4R,5S)-2,5-di(N-((t-butyloxy)carbonyl)amino)-3,4-dihydroxy-1,6-diphenylhexane), [H][H] (hydrogen). The reagents and catalysts are [Rh] (rhodium on carbon). Run in CO (methanol). Yields the product C(C)(C)(C)OC(=O)N[C@@H](CC1CCCCC1)[C@H]([C@@H]([C@H](CC1CCCCC1)NC(=O)OC(C)(C)C)O)O ((2S,3R,4R,5S)-2,5-Di-(N-((t-butyloxy)carbonyl)amino)-1,6-dicyclohexyl-3,4-dihydroxyhexane). The yield is 65.0%. Reaction SMILES: [C:1]([O:5][C:6]([NH:8][C@H:9]([C@@H:17]([OH:36])[C@H:18]([OH:35])[C@@H:19]([NH:27][C:28]([O:30][C:31]([CH3:34])([CH3:33])[CH3:32])=[O:29])[CH2:20][C:21]1[CH:26]=[CH:25][CH:24]=[CH:23][CH:22]=1)[CH2:10][C:11]1[CH:16]=[CH:15][CH:14]=[CH:13][CH:12]=1)=[O:7])([CH3:4])([CH3:3])[CH3:2].[H][H]>CO.[Rh]>[C:1]([O:5][C:6]([NH:8][C@H:9]([C@@H:17]([OH:36])[C@H:18]([OH:35])[C@@H:19]([NH:27][C:28]([O:30][C:31]([CH3:34])([CH3:33])[CH3:32])=[O:29])[CH2:20][CH:21]1[CH2:22][CH2:23][CH2:24][CH2:25][CH2:26]1)[CH2:10][CH:11]1[CH2:16][CH2:15][CH2:14][CH2:13][CH2:12]1)=[O:7])([CH3:4])([CH3:2])[CH3:3]. Reported procedure: A mixture of 180 mg (0.36 mmol) of (2S,3R,4R,5S)-2,5-di(N-((t-butyloxy)carbonyl)amino)-3,4-dihydroxy-1,6-diphenylhexane and 180 mg of 5% rhodium on carbon in 50 ml of methanol was shaken under 4 atmospheres of hydrogen for 24 h. The resulting mixture was filtered and concentrated in vacuo. The residue was purified by silica gel chromatography using 5% ethyl acetate in hexane to provide 120 mg (65%) of the desired compound (Rf 0.35, 30% ethyl acetate in hexane) as a white solid, m.p. 224°-226° C.... Starting materials: [Si](C)(C)(C(C)(C)C)OC[C@H](C1=CC(=C(C=C1)Cl)Cl)NC(=O)N1CC=2N=C(N=CC2CC1)NC(C(F)(F)F)C (N—((S)-2-(tert-butyldimethylsilyloxy)-1-(3,4-dichlorophenyl)ethyl)-2-(1,1,1-trifluoropropan-2-ylamino)-5,6-dihydropyrido[3,4-d]pyrimidine-7(8H)-carboxamide), Cl (HCl), CC(C)O (IPA). The solvent is C(Cl)Cl (DCM). Run at time 1 hour. The product is ClC=1C=C(C=CC1Cl)[C@@H](CO)NC(=O)N1CC=2N=C(N=CC2CC1)NC(C(F)(F)F)C (N—((S)-1-(3,4-dichlorophenyl)-2-hydroxyethyl)-2-(1,1,1-trifluoropropan-2-ylamino)-5,6-dihydropyrido[3,4-d]pyrimidine-7(8H)-carboxamide). RXN SMILES: [Si]([O:8][CH2:9][C@@H:10]([NH:19][C:20]([N:22]1[CH2:31][CH2:30][C:29]2[CH:28]=[N:27][C:26]([NH:32][CH:33]([CH3:38])[C:34]([F:37])([F:36])[F:35])=[N:25][C:24]=2[CH2:23]1)=[O:21])[C:11]1[CH:16]=[CH:15][C:14]([Cl:17])=[C:13]([Cl:18])[CH:12]=1)(C(C)(C)C)(C)C.Cl.CC(O)C>C(Cl)Cl>[Cl:18][C:13]1[CH:12]=[C:11]([C@H:10]([NH:19][C:20]([N:22]2[CH2:31][CH2:30][C:29]3[CH:28]=[N:27][C:26]([NH:32][CH:33]([CH3:38])[C:34]([F:36])([F:37])[F:35])=[N:25][C:24]=3[CH2:23]2)=[O:21])[CH2:9][OH:8])[CH:16]=[CH:15][C:14]=1[Cl:17]. Procedure: To a solution of 302 (0.160 g, 0.270 mmol) and DCM (5 mL) at RT was added 6M HCl in IPA (0.450 mL, 2.70 mmol) and the reaction was stirred for 1 h. The reaction was poured into satd. aq. Na2CO3, and extracted with DCM. The combined organic extracts were dried (MgSO4), filtered, and concentrated in vacuo. The crude product was purified by SiO2 chromatography eluting with a DCM/MeOH gradient (500:20 to 500:30) to afford 0.010 g (7.74%) of I-76: MS m/z (APCI-pos) M+1=478. The reactants are CCCCC(C)C(=O)O, O=c1c(-c2ccc(Cl)cc2)c2c(cn1CO)Sc1ccc(Cl)cc1N2, O=S(Cl)Cl, c1ccncc1. Product: CCCCC(C)C(=O)OCn1cc2c(c(-c3ccc(Cl)cc3)c1=O)Nc1cc(Cl)ccc1S2. As a reaction SMILES: [CH3:1][CH:2]([C:3](=[O:4])[OH:5])[CH2:6][CH2:7][CH2:8][CH3:9].[Cl:14][c:15]1[cH:16][cH:17][c:18]2[c:19]([cH:38]1)[NH:20][c:21]1[c:22]([cH:24][n:25]([CH2:36][OH:37])[c:26](=[O:35])[c:27]1-[c:28]1[cH:29][cH:30][c:31]([Cl:34])[cH:32][cH:33]1)[S:23]2.[S:10]([Cl:11])([Cl:12])=[O:13].[cH:39]1[cH:40][cH:41][n:42][cH:43][cH:44]1>>[CH3:1][CH:2]([C:3]([O:4][CH2:36][n:25]1[cH:24][c:22]2[c:21]([c:27](-[c:28]3[cH:29][cH:30][c:31]([Cl:34])[cH:32][cH:33]3)[c:26]1=[O:35])[NH:20][c:19]1[c:18]([cH:17][cH:16][c:15]([Cl:14])[cH:38]1)[S:23]2)=[O:5])[CH2:6][CH2:7][CH2:8][CH3:9]. The reactants are ClCCCOC1=C(C=C2C(=C(C=NC2=C1)C#N)NC1=C2C(=C(C=C1)C#CCOC)OCO2)OC (7-(3-chloropropoxy)-3-cyano-6-methoxy-4-[4-(3-methoxyprop-1-ynyl)-2,3-methylenedioxyanilino]quinoline), FC(C(=O)O)(F)F.FCCN1CCNCC1 (1-(2-fluoroethyl)piperazine trifluoroacetic acid salt), C(C)(C)N(CC)C(C)C (diisopropylethylamine), [I-].[Na+] (sodium iodide), Cl (hydrogen chloride). Solvent: COCCO (2-methoxyethanol), C(C)OCC (diethyl ether), C(C)OCC (diethyl ether), C(Cl)Cl (methylene chloride). Reaction conditions: temperature 100 celsius. Yields the product Cl.Cl.C(#N)C=1C=NC2=CC(=C(C=C2C1NC1=C2C(=C(C=C1)C#CCOC)OCO2)OC)OCCCN2CCN(CC2)CCF (3-cyano-7-{3-[4-(2-fluoroethyl)piperazin-1-yl]propoxy}-6-methoxy-4-[4-(3-methoxyprop-1-ynyl)-2,3-methylenedioxyanilino]quinoline dihydrochloride salt). As a reaction SMILES: [Cl:1][CH2:2][CH2:3][CH2:4][O:5][C:6]1[CH:15]=[C:14]2[C:9]([C:10]([NH:18][C:19]3[CH:24]=[CH:23][C:22]([C:25]#[C:26][CH2:27][O:28][CH3:29])=[C:21]4[O:30][CH2:31][O:32][C:20]=34)=[C:11]([C:16]#[N:17])[CH:12]=[N:13]2)=[CH:8][C:7]=1[O:33][CH3:34].FC(F)(F)C(O)=O.[F:42][CH2:43][CH2:44][N:45]1[CH2:50][CH2:49][NH:48][CH2:47][CH2:46]1.C(N(C(C)C)CC)(C)C.[I-].[Na+].[ClH:62]>C(Cl)Cl.C(OCC)C.COCCO>[ClH:1].[ClH:62].[C:16]([C:11]1[CH:12]=[N:13][C:14]2[C:9]([C:10]=1[NH:18][C:19]1[CH:24]=[CH:23][C:22]([C:25]#[C:26][CH2:27][O:28][CH3:29])=[C:21]3[O:30][CH2:31][O:32][C:20]=13)=[CH:8][C:7]([O:33][CH3:34])=[C:6]([O:5][CH2:4][CH2:3][CH2:2][N:48]1[CH2:49][CH2:50][N:45]([CH2:44][CH2:43][F:42])[CH2:46][CH2:47]1)[CH:15]=2)#[N:17] |f:1.2,4.5,10.11.12|. Procedure: A mixture of 7-(3-chloropropoxy)-3-cyano-6-methoxy-4-[4-(3-methoxyprop-1-ynyl)-2,3-methylenedioxyanilino]quinoline (0.14 g), 1-(2-fluoroethyl)piperazine trifluoroacetic acid salt (0.158 g), diisopropylethylamine (0.189 g), sodium iodide (0.02 g) and 2-methoxyethanol (20 ml) was stirred and heated to 100° C. for 30 hours. The cooled mixture was evaporated and the resultant residue was partitioned between ethyl acetate and water. The organic layer was dried over magnesium sulphate and evaporated a...